From a dataset of the Open Reaction Database (ORD), a public repository of structured organic reaction records. describe an organic reaction: reactants, conditions, products, and yield Reactants: COC(=O)C(=Cc1cc(C)c([N+](=O)[O-])c([N+](=O)[O-])c1)NC(=O)OCc1ccccc1, O=S(=O)([O-])C(F)(F)F. Yields the product COC(=O)C(Cc1cc(C)c([N+](=O)[O-])c([N+](=O)[O-])c1)NC(=O)OCc1ccccc1. RXN SMILES: [CH3:9][O:10][C:11](=[O:12])[C:13](=[CH:14][c:15]1[cH:16][c:17]([CH3:27])[c:18]([N+:24](=[O:25])[O-:26])[c:19]([N+:21](=[O:22])[O-:23])[cH:20]1)[NH:28][C:29]([O:30][CH2:31][c:32]1[cH:33][cH:34][cH:35][cH:36][cH:37]1)=[O:38].[F:1][C:2]([S:3]([O-:4])(=[O:5])=[O:6])([F:7])[F:8]>>[CH3:9][O:10][C:11](=[O:12])[CH:13]([CH2:14][c:15]1[cH:16][c:17]([CH3:27])[c:18]([N+:24](=[O:25])[O-:26])[c:19]([N+:21](=[O:22])[O-:23])[cH:20]1)[NH:28][C:29]([O:30][CH2:31][c:32]1[cH:33][cH:34][cH:35][cH:36][cH:37]1)=[O:38]. Reactants: C1(=CC=CC=C1)SCN1S(NC(C1=O)C(C)C)(=O)=O (2-phenylthiomethyl-4-isopropyl-1,2,5-thiadiazolidin-3-one 1,1-dioxide), S(=O)(=O)(Cl)Cl (sulfuryl chloride). Run in C(Cl)Cl (methylene chloride). Run at time 2.5 hour. The product is ClCN1S(NC(C1=O)C(C)C)(=O)=O (2-chloromethyl-4-isopropyl-1,2,5-thiadiazolidin-3-one 1,1-dioxide). The yield is 94.0%. As a reaction SMILES: C1(S[CH2:8][N:9]2[C:13](=[O:14])[CH:12]([CH:15]([CH3:17])[CH3:16])[NH:11][S:10]2(=[O:19])=[O:18])C=CC=CC=1.S(Cl)([Cl:23])(=O)=O>C(Cl)Cl>[Cl:23][CH2:8][N:9]1[C:13](=[O:14])[CH:12]([CH:15]([CH3:17])[CH3:16])[NH:11][S:10]1(=[O:19])=[O:18]. Reported procedure: To a solution of 2-phenylthiomethyl-4-isopropyl-1,2,5-thiadiazolidin-3-one 1,1-dioxide (3.8 g) in 60 ml of methylene chloride was added sulfuryl chloride (1.52 ml) and the mixture was stirred for 2.5 hours at room temperature. The mixture was concentrated in vacuo, the residue triturated in hexane (200 ml) for 2 hours, and the resulting solid filtered and dried to afford 2.7 g (94%) of 2-chloromethyl-4-isopropyl-1,2,5-thiadiazolidin-3-one 1,1-dioxide (Formula II: R1 =H; R2 =isopropyl; R3 =H; X'=... Starting materials: BrC=1C=C2C=CNC2=C(C1)C(=O)OC (methyl 5-bromo-1H-indole-7-carboxylate), CN1C(CCC1)=O (1-methyl-2-pyrrolidinone), CS(=O)[O-].[Na+] (sodium methanesulfinate). Reaction conditions: temperature 150 celsius, time 17 hour. RXN SMILES: Br[C:2]1[CH:3]=[C:4]2[C:8](=[C:9]([C:11]([O:13][CH3:14])=[O:12])[CH:10]=1)[NH:7][CH:6]=[CH:5]2.CN1CCCC1=O.[CH3:22][S:23]([O-:25])=[O:24].[Na+]>[Cu](Cl)Cl.C(OCC)(=O)C>[CH3:22][S:23]([C:2]1[CH:3]=[C:4]2[C:8](=[C:9]([C:11]([O:13][CH3:14])=[O:12])[CH:10]=1)[NH:7][CH:6]=[CH:5]2)(=[O:25])=[O:24] |f:2.3|. Solvent: C(C)(=O)OCC (ethyl acetate). Isolated yield 30.4%. The reagents and catalysts are [Cu](Cl)Cl (copper chloride). Product: CS(=O)(=O)C=1C=C2C=CNC2=C(C1)C(=O)OC (methyl 5-(methanesulfonyl)-1H-indole-7-carboxylate). Procedure details: A mixture of methyl 5-bromo-1H-indole-7-carboxylate (300 mg), 1-methyl-2-pyrrolidinone (6 mL), sodium methanesulfinate (600 mg), and copper iodide (I) (1.10 g) was stirred at 150° C. for 17 hours under an argon atmosphere. The reaction mixture was left to be cooled to room temperature, ethyl acetate was added thereto, and then the insoluble materials were removed by filtration. To this filtrate was added water, followed by extraction with ethyl acetate. The organic layer was washed with water an... Starting materials: COc1ccc(COC(=O)c2ccc(OCc3ccc(OC)cc3)c(OCc3ccc(OC)cc3)c2)cc1, CCO, [Na+], [OH-]. Product: COc1ccc(COc2ccc(C(=O)O)cc2OCc2ccc(OC)cc2)cc1. RXN SMILES: [CH3:1][O:2][c:3]1[cH:4][cH:5][c:6]([CH2:7][O:8][c:9]2[cH:10][c:11]([C:12](=[O:13])[O:14][CH2:15][c:16]3[cH:17][cH:18][c:19]([O:20][CH3:21])[cH:22][cH:23]3)[cH:24][cH:25][c:26]2[O:27][CH2:28][c:29]2[cH:30][cH:31][c:32]([O:35][CH3:36])[cH:33][cH:34]2)[cH:37][cH:38]1.[CH3:41][CH2:42][OH:43].[Na+:40].[OH-:39]>>[CH3:1][O:2][c:3]1[cH:4][cH:5][c:6]([CH2:7][O:8][c:9]2[cH:10][c:11]([C:12](=[O:13])[OH:14])[cH:24][cH:25][c:26]2[O:27][CH2:28][c:29]2[cH:30][cH:31][c:32]([O:35][CH3:36])[cH:33][cH:34]2)[cH:37][cH:38]1.